The task is: describe an organic reaction: reactants, conditions, products, and yield. This data is from the Open Reaction Database (ORD), a public repository of structured organic reaction records. The reactants are NC1=C(C2=C(S1)CCC2)C#N (2-amino-5,6-dihydro-4H-cyclopenta[b]thiophene-3-carbonitrile), C1(CC1)C(C=C(C)OC)=O (1-cyclopropyl-3-methoxy-but-2-en-1-one), C1(=CC=C(C=C1)S(=O)(=O)O)C (p-toluenesulfonic acid), [Sn](Cl)(Cl)(Cl)Cl (tin (IV) chloride). Solvent: C1(=CC=CC=C1)C (toluene). The product is NC1=C(C(=NC=2SC3=C(C12)CCC3)C)C(=O)C3CC3 ((4-amino-6-methyl-2,3-dihydro-1H-8-thia-7-aza-cyclopenta[a]inden-5-yl)-cyclopropyl-methanone). Yield: 5.0%. As a reaction SMILES: [NH2:1][C:2]1[S:6][C:5]2[CH2:7][CH2:8][CH2:9][C:4]=2[C:3]=1[C:10]#[N:11].[CH:12]1([C:15](=[O:21])[CH:16]=[C:17](OC)[CH3:18])[CH2:14][CH2:13]1.C1(C)C=CC(S(O)(=O)=O)=CC=1.[Sn](Cl)(Cl)(Cl)Cl>C1(C)C=CC=CC=1>[NH2:11][C:10]1[C:3]2[C:4]3[CH2:9][CH2:8][CH2:7][C:5]=3[S:6][C:2]=2[N:1]=[C:17]([CH3:18])[C:16]=1[C:15]([CH:12]1[CH2:14][CH2:13]1)=[O:21]. Procedure details: To a stirred solution of 0.30 g (1.83 mmol) of 2-amino-5,6-dihydro-4H-cyclopenta[b]thiophene-3-carbonitrile in 6 ml toluene was added 0.30 g (2.14 mmol) 1-cyclopropyl-3-methoxy-but-2-en-1-one and 3 mg of p-toluenesulfonic acid. The mixture was heated at reflux for 2 hours, concentrated in vacuo, partitioned between ethyl acetate and water. The combined organic phases were dried over sodium sulfate and evaporated to dryness. The residue was taken up in n-butyl acetate 6 ml and 1.018 g (3.91 mmol)... Isolated yield 96.0%. As a reaction SMILES: Cl.[NH2:2][C:3]1[NH:7][C:6]2[CH:8]=[C:9]([NH:12][C:13]([C@@H]3C4(Cl)C(Cl)([Cl:22])C(Cl)(C(Cl)=C4Cl)[C@@H]3C(O)=O)=[O:14])[CH:10]=[CH:11][C:5]=2[N:4]=1.NC1C=CC2N=C(N(C(OC(C)(C)C)=O)C(OC(C)(C)C)=O)N(C(OC(C)(C)C)=O)C=2C=1.[C:63]1(=[O:77])[C:72]2[C:67]3[C:68](=[CH:73][CH:74]=[CH:75][C:66]=3C(=O)[O:64]1)[CH:69]=[CH:70][CH:71]=2>>[ClH:22].[NH2:2][C:3]1[NH:7][C:6]2[CH:8]=[C:9]([NH:12][C:13]([C:66]3[CH:75]=[CH:74][CH:73]=[C:68]4[C:67]=3[C:72]([C:63]([OH:77])=[O:64])=[CH:71][CH:70]=[CH:69]4)=[O:14])[CH:10]=[CH:11][C:5]=2[N:4]=1 |f:0.1,4.5|. Product: Cl.NC1=NC2=C(N1)C=C(C=C2)NC(=O)C=2C=CC=C1C=CC=C(C21)C(=O)O (8-(2-amino-1H-benzo[d]imidazol-6-ylcarbamoyl)-1-naphthoic acid hydrochloride). Procedure: Following the same procedure to synthesize (2S,3R)-3-(2-amino-1H-benzo[d]imidazol-6-ylcarbamoyl)-1,4,5,6,7,7-hexachlorobicyclo[2.2.1]hept-5-ene-2-carboxylic acid hydrochloride (10), tert-butyl 6-amino-2-(bis(tert-butoxycarbonyl)amino)-1H-benzo[d]imidazole-1-carboxylate (0.082 g, 183 mmol) was reacted with benzo[de]isochromene-1,3-dione (0.036 g, 0.183 mmol) to give the title compound (0.067 g, 96% yield) as a white solid. 1H NMR (400 MHz, DMSO) δ 11.43-11.21 (bs, 1H), δ 8.75 (s, 2H), δ 8.56 (q, ... The reactants are Cl.NC1=NC2=C(N1)C=C(C=C2)NC(=O)[C@H]2[C@H](C1(C(=C(C2(C1(Cl)Cl)Cl)Cl)Cl)Cl)C(=O)O ((2S,3R)-3-(2-amino-1H-benzo[d]imidazol-6-ylcarbamoyl)-1,4,5,6,7,7-hexachlorobicyclo[2.2.1]hept-5-ene-2-carboxylic acid hydrochloride), NC=1C=CC2=C(N(C(=N2)N(C(=O)OC(C)(C)C)C(=O)OC(C)(C)C)C(=O)OC(C)(C)C)C1 (tert-butyl 6-amino-2-(bis(tert-butoxycarbonyl)amino)-1H-benzo[d]imidazole-1-carboxylate), C1(OC(C2=C3C(C=CC=C13)=CC=C2)=O)=O (benzo[de]isochromene-1,3-dione). Starting materials: C(CCC)C=1N=C(N(C(C1CC1=CC=C(C=C1)C1=C(C=CC=C1)C#N)=O)C1=NC=C(C=N1)OCC(=O)O)C (2-{2-[4-butyl-5-[(2′-cyanobiphenyl-4-yl)methyl]-2-methyl-6-oxopyrimidin-1(6H)-yl]pyrimidin-5-yl oxy}acetic acid), Cl.C(C)N=C=NCCCN(C)C (1-ethyl-3-(3-dimethylaminopropyl)carbodiimide hydrochloride salt), O.ON1N=NC2=C1C=CC=C2 (1-hydroxybenzotriazol-hydrate), N (Ammonia). The solvent is ClCCl (dichloromethane), O (water). Run at time 4 hour. Product: C(CCC)C=1N=C(N(C(C1CC1=CC=C(C=C1)C1=C(C=CC=C1)C#N)=O)C1=NC=C(C=N1)OCC(=O)N)C (2-{2-{4-butyl-5-[(2′-cyanobiphenyl-4-yl)methyl]-2-methyl-6-oxopyrimidin-1(6H)-yl}pyrimidin-5-yl oxy}acetamide). Isolated yield 68.8%. Reaction SMILES: [CH2:1]([C:5]1[N:6]=[C:7]([CH3:38])[N:8]([C:27]2[N:32]=[CH:31][C:30]([O:33][CH2:34][C:35](O)=[O:36])=[CH:29][N:28]=2)[C:9](=[O:26])[C:10]=1[CH2:11][C:12]1[CH:17]=[CH:16][C:15]([C:18]2[CH:23]=[CH:22][CH:21]=[CH:20][C:19]=2[C:24]#[N:25])=[CH:14][CH:13]=1)[CH2:2][CH2:3][CH3:4].Cl.C([N:42]=C=NCCCN(C)C)C.O.ON1C2C=CC=CC=2N=N1.N>O.ClCCl>[CH2:1]([C:5]1[N:6]=[C:7]([CH3:38])[N:8]([C:27]2[N:28]=[CH:29][C:30]([O:33][CH2:34][C:35]([NH2:42])=[O:36])=[CH:31][N:32]=2)[C:9](=[O:26])[C:10]=1[CH2:11][C:12]1[CH:13]=[CH:14][C:15]([C:18]2[CH:23]=[CH:22][CH:21]=[CH:20][C:19]=2[C:24]#[N:25])=[CH:16][CH:17]=1)[CH2:2][CH2:3][CH3:4] |f:1.2,3.4|. Procedure details: Process 2: The dichloromethane (3 mL) solution of 2-{2-[4-butyl-5-[(2′-cyanobiphenyl-4-yl)methyl]-2-methyl-6-oxopyrimidin-1(6H)-yl]pyrimidin-5-yl oxy}acetic acid (51 mg, 0.1 mmol), 1-ethyl-3-(3-dimethylaminopropyl)carbodiimide hydrochloride salt (29 mg, 0.15 mmol) and 1-hydroxybenzotriazol-hydrate (21 mg, 0.15 mmol) was stirred at room temperature for 1 hr. Ammonia (28% aqueous solution, 0.5 mL) was added thereto and stirred at room temperature for 4 hrs. The reaction mixture was added water and... The reactants are COC=1C=C(C(=O)O)C=CC1C (3-methoxy-4-methylbenzoic acid), S(=O)(Cl)Cl (thionyl chloride). Run in C1(=CC=CC=C1)C (toluene). Product: COC=1C=C(C(=O)Cl)C=CC1C (3-Methoxy-4-methylbenzoyl chloride). Reaction SMILES: [CH3:1][O:2][C:3]1[CH:4]=[C:5]([CH:9]=[CH:10][C:11]=1[CH3:12])[C:6](O)=[O:7].S(Cl)([Cl:15])=O>C1(C)C=CC=CC=1>[CH3:1][O:2][C:3]1[CH:4]=[C:5]([CH:9]=[CH:10][C:11]=1[CH3:12])[C:6]([Cl:15])=[O:7]. Reported procedure: A mixture of 10.0 g (60.17 mmol) of 3-methoxy-4-methylbenzoic acid, 15 ml (210 mmol) of thionyl chloride and 10 ml of toluene was stirred at reflux for 2 hours. The solvents were then evaporated and the residue was distilled bulb-to-bulb at 60°-70° C. at a pressure of 0.04 mm of Hg to give the title compound as a colorless liquid. Starting materials: [BH4-], C#CCn1c(C(F)(F)F)c(C=O)c2ccccc21, [K+], C1CCOC1, O. The product is C#CCn1c(C(F)(F)F)c(CO)c2ccccc21. Reaction SMILES: [BH4-:24].[CH2:1]([C:2]#[CH:3])[n:4]1[c:5]([C:15]([F:16])([F:17])[F:18])[c:6]([CH:13]=[O:14])[c:7]2[cH:8][cH:9][cH:10][cH:11][c:12]12.[K+:25].[O:19]1[CH2:20][CH2:21][CH2:22][CH2:23]1.[OH2:26]>>[CH2:1]([C:2]#[CH:3])[n:4]1[c:5]([C:15]([F:16])([F:17])[F:18])[c:6]([CH2:13][OH:14])[c:7]2[cH:8][cH:9][cH:10][cH:11][c:12]12.